From a dataset of the Open Reaction Database (ORD), a public repository of structured organic reaction records. describe an organic reaction: reactants, conditions, products, and yield Reactants: ClCCl, COc1ccc2cc(C=O)ccc2c1, [Mg+2], NCc1ccccc1, O=S(=O)([O-])[O-]. The product is COc1ccc2cc(C=NCc3ccccc3)ccc2c1. RXN SMILES: [CH2:29]([Cl:30])[Cl:31].[CH3:9][O:10][c:11]1[cH:12][c:13]2[cH:14][cH:15][c:16]([CH:21]=[O:22])[cH:17][c:18]2[cH:19][cH:20]1.[Mg+2:23].[NH2:1][CH2:2][c:3]1[cH:4][cH:5][cH:6][cH:7][cH:8]1.[O-:24][S:25]([O-:26])(=[O:27])=[O:28]>>[N:1]([CH2:2][c:3]1[cH:4][cH:5][cH:6][cH:7][cH:8]1)=[CH:21][c:16]1[cH:15][cH:14][c:13]2[cH:12][c:11]([O:10][CH3:9])[cH:20][cH:19][c:18]2[cH:17]1. The reactants are CC1(C)CC(C2=CC=CC2)CC(C)(C)C1, C1CCNC1, CO, CC(C)=O, CCOCC, CC(=O)O, O. Product: CC(C)=C1C=CC(C2CC(C)(C)CC(C)(C)C2)=C1. RXN SMILES: [C:1]1([CH:6]2[CH2:7][C:8]([CH3:14])([CH3:15])[CH2:9][C:10]([CH3:12])([CH3:13])[CH2:11]2)=[CH:2][CH:3]=[CH:4][CH2:5]1.[CH2:22]1[CH2:23][NH:24][CH2:25][CH2:26]1.[CH3:16][OH:17].[CH3:18][C:19]([CH3:20])=[O:21].[CH3:27][CH2:28][O:29][CH2:30][CH3:31].[CH3:33][C:34](=[O:35])[OH:36].[OH2:32]>>[C:1]1([CH:6]2[CH2:7][C:8]([CH3:14])([CH3:15])[CH2:9][C:10]([CH3:12])([CH3:13])[CH2:11]2)=[CH:2][C:3](=[C:19]([CH3:18])[CH3:20])[CH:4]=[CH:5]1.